From a dataset of the Open Reaction Database (ORD), a public repository of structured organic reaction records. describe an organic reaction: reactants, conditions, products, and yield Reactants: C1(=CC=CC=C1)N1N=C(C=C1N)C1=CC=CC=C1 (1,3-Diphenyl-5-amino pyrazole), C(C1=CC=CC=C1)(=O)N=C=S (benzoyl isothiocyanate). Yields the product C1(=CC=CC=C1)N1N=C(C=C1NC(=S)N)C1=CC=CC=C1 ((1,3-Diphenyl-5-pyrazolyl) thiourea). As a reaction SMILES: [C:1]1([N:7]2[C:11]([NH2:12])=[CH:10][C:9]([C:13]3[CH:18]=[CH:17][CH:16]=[CH:15][CH:14]=3)=[N:8]2)[CH:6]=[CH:5][CH:4]=[CH:3][CH:2]=1.C([N:27]=[C:28]=[S:29])(=O)C1C=CC=CC=1>>[C:1]1([N:7]2[C:11]([NH:12][C:28]([NH2:27])=[S:29])=[CH:10][C:9]([C:13]3[CH:18]=[CH:17][CH:16]=[CH:15][CH:14]=3)=[N:8]2)[CH:2]=[CH:3][CH:4]=[CH:5][CH:6]=1. Procedure details: 1,3-Diphenyl-5-amino pyrazole (117.5 g.) and benzoyl isothiocyanate (89.65 g.) were reacted as described in Example IV to give 119.8 g. of product, mp 198°-201° C. The reactants are C1(CCC(=O)O1)=O (succinic anhydride), [Cl-].[Al+3].[Cl-].[Cl-] (aluminum chloride), O1CCC2=C1C=CC=C2 (2,3-dihydrobenzofuran), [Cl-].[Al+3].[Cl-].[Cl-] (aluminum chloride), Cl (hydrochloric acid). Run in ClC(C)Cl (dichloroethane), ClC(C)Cl (dichloroethane), O (water). Run at temperature 5 celsius. Yields the product O1CCC2=C1C=CC(=C2)C(CCC(=O)O)=O (4-(2,3-Dihydro-5-benzofuranyl)-4-oxobutanoic acid). RXN SMILES: [O:1]1[C:5]2[CH:6]=[CH:7][CH:8]=[CH:9][C:4]=2[CH2:3][CH2:2]1.[Cl-].[Al+3].[Cl-].[Cl-].[C:14]1(=[O:20])[O:19][C:17](=[O:18])[CH2:16][CH2:15]1.Cl>ClC(Cl)C.O>[O:1]1[C:5]2[CH:6]=[CH:7][C:8]([C:14](=[O:20])[CH2:15][CH2:16][C:17]([OH:19])=[O:18])=[CH:9][C:4]=2[CH2:3][CH2:2]1 |f:1.2.3.4|. Procedure details: A susension, cooled to 0° C., of 120 g of 2,3-dihydrobenzofuran and 128 g of aluminum chloride in 260 ml of dichloroethane is added to a mixture of 96 g of succinic anhydride and 260 g of aluminum chloride in 512 ml of dichloroethane. The temperature is maintained at approximately 5° C. The reaction medium, maintained for 2 hours at this temperature, is then poured into a solution of 3 liters of water containing 400 ml of concentrated hydrochloric acid. After separation following settling, and e... The product is Cl[C@H](C)B(O)O.[C@@]12(C(CCC(C1(C)C)C2)(C)O)O ((S)-Pinanediol (1S)- (1-chloroethyl)boronate), C(C)C(=C)C(C)B(O)O.[C@@]12(C(CCC(C1(C)C)C2)(C)O)O ((S)-pinanediol [2-ethyl-(1-buten-3-yl)]boronate). Procedure details: (S)-Pinanediol (1S)- (1-chloroethyl)boronate (18) was prepared by the published method [Matteson, D. S. et al., J Am. Chem. Soc., 1986, 108:812-819]. Reaction of 18 with bromo(1-ethylethenyl)magnesium (8a) was carried out in a similar manner to that described above for the reaction of 7 with 8a to make 9a. The (S)-pinanediol [2-ethyl-(1-buten-3-yl)]boronate (19a) obtained after running the reaction mixture through a short silica column to remove inorganic salts and concentration contained 5% pin... As a reaction SMILES: [Cl:1][C@@H:2]([B:4]([OH:6])[OH:5])[CH3:3].[C@@:7]12([OH:18])[CH2:15][CH:11]([C:12]1([CH3:14])[CH3:13])[CH2:10][CH2:9][C:8]2([OH:17])[CH3:16].C=C([Mg]Br)CC>>[Cl:1][C@@H:2]([B:4]([OH:6])[OH:5])[CH3:3].[C@@:7]12([OH:18])[CH2:15][CH:11]([C:12]1([CH3:14])[CH3:13])[CH2:10][CH2:9][C:8]2([OH:17])[CH3:16].[CH2:7]([C:12]([CH:11]([B:4]([OH:6])[OH:5])[CH3:10])=[CH2:14])[CH3:8].[C@@:7]12([OH:18])[CH2:15][CH:11]([C:12]1([CH3:14])[CH3:13])[CH2:10][CH2:9][C:8]2([OH:17])[CH3:16] |f:0.1,3.4,5.6|. Starting materials: C=C(CC)[Mg]Br ((1-Buten-2-yl)magnesium bromide), Cl[C@H](C)B(O)O.[C@@]12(C(CCC(C1(C)C)C2)(C)O)O ((S)-Pinanediol (1S)- (1-chloroethyl)boronate), C=C(CC)[Mg]Br ((1-Buten-2-yl)magnesium bromide), 9a. The reactants are [H-].[Na+] (Sodium hydride), CN1CC=2NC3=CC=C(C=C3C2CC1)C (2,6-Dimethyl-2,3,4,9-tetrahydro-1H-β-carboline), CC1(OC1)C1=CC=NC=C1 (4-(2-Methyl-oxiranyl)-pyridine). The solvent is CN(C)C=O (DMF). Run at temperature 0 celsius, time 10 minute. Yields the product CN1CC=2N(C3=CC=C(C=C3C2CC1)C)CC(C)(O)C1=CC=NC=C1 (1-(2,6-dimethyl-1,2,3,4-tetrahydro-β-carbolin-9-yl)-2-pyridin-4-yl-propan-2-ol). The yield is 20.9%. RXN SMILES: [CH3:1][N:2]1[CH2:14][CH2:13][C:12]2[C:11]3[C:6](=[CH:7][CH:8]=[C:9]([CH3:15])[CH:10]=3)[NH:5][C:4]=2[CH2:3]1.[H-].[Na+].[CH3:18][C:19]1([C:22]2[CH:27]=[CH:26][N:25]=[CH:24][CH:23]=2)[CH2:21][O:20]1>CN(C=O)C>[CH3:1][N:2]1[CH2:14][CH2:13][C:12]2[C:11]3[C:6](=[CH:7][CH:8]=[C:9]([CH3:15])[CH:10]=3)[N:5]([CH2:18][C:19]([C:22]3[CH:27]=[CH:26][N:25]=[CH:24][CH:23]=3)([OH:20])[CH3:21])[C:4]=2[CH2:3]1 |f:1.2|. Procedure: 2,6-Dimethyl-2,3,4,9-tetrahydro-1H-β-carboline (500 mg, 2.5 mmol) was dissolved in 10 mL DMF and stirred for 10 min at 0° C. Sodium hydride (300 mg, 7.5 mmol) was added portionwise at RT and stirred for 10 min. 4-(2-Methyl-oxiranyl)-pyridine (472 mg, 3.5 mmol) was added dropwise at the same temperature and stirred for 4 h at RT. The reaction was monitored by TLC & LCMS. After consumption of starting material, the reaction mixture was quenched with ice water and extracted with EtOAc (2×60 mL). Th... Starting materials: CC=1OC2=C(C1)C(=CC(=C2)C(=O)OC)OC(C)=O (2-Methyl-4-acetoxy-6-methoxycarbonylbenzofuran), C([O-])([O-])=O.[K+].[K+] (potassium carbonate). The solvent is CO (MeOH), O (water). Conditions: time 1 hour. The product is CC=1OC2=C(C1)C(=CC(=C2)C(=O)OC)O (2-Methyl-4-hydroxy-6-methoxycarbonylbenzofuran). RXN SMILES: [CH3:1][C:2]1[O:3][C:4]2[CH:10]=[C:9]([C:11]([O:13][CH3:14])=[O:12])[CH:8]=[C:7]([O:15]C(=O)C)[C:5]=2[CH:6]=1.C(=O)([O-])[O-].[K+].[K+]>CO.O>[CH3:1][C:2]1[O:3][C:4]2[CH:10]=[C:9]([C:11]([O:13][CH3:14])=[O:12])[CH:8]=[C:7]([OH:15])[C:5]=2[CH:6]=1 |f:1.2.3|. Procedure: 2-Methyl-4-acetoxy-6-methoxycarbonylbenzofuran (Method 14; 1.275 g, 5.14 mmol) was added to a suspension of potassium carbonate (1.408 g, 10.3 mmol, 2 eq) in MeOH (100 ml) and water (2 ml), and the mixture stirred for 1 hr at ambient temperature. The supernatant liquor was decanted from the insoluble material and evaporated in vacuo to yield a cream solid (2.19 g, assumed to be contaminated with inorganics). NMR: 2.35 (s, 3H), 3.56 (br s, 1H), 3.73 (s, 3H), 6.46 (s, 1H), 6.69 (s, 1H), 6.86 (s, 1...